From a dataset of the Open Reaction Database (ORD), a public repository of structured organic reaction records. describe an organic reaction: reactants, conditions, products, and yield Starting materials: C(O)[P+](CO)(CO)CO.C(O)[P+](CO)(CO)CO.[O-]S(=O)(=O)[O-] (THPS), NC(=O)N (urea), CCC(CC)COC(C1=CC=CC=C1)(C2=CC=CC=C2)C(=O)N(C)CC[NH+](C)C.[Cl-] (X-100). Solvent: O (water). The product is NC(=O)N.C(O)[P+](CO)(CO)CO.C(O)[P+](CO)(CO)CO.[O-]S(=O)(=O)[O-] (urea THPS). As a reaction SMILES: [CH2:1]([P+:3]([CH2:8][OH:9])([CH2:6][OH:7])[CH2:4][OH:5])[OH:2].[CH2:10]([P+:12]([CH2:17][OH:18])([CH2:15][OH:16])[CH2:13][OH:14])[OH:11].[O-:19][S:20]([O-:23])(=[O:22])=[O:21].[NH2:24][C:25]([NH2:27])=[O:26].CCC(COC(C(N(CC[NH+](C)C)C)=O)(C1C=CC=CC=1)C1C=CC=CC=1)CC.[Cl-]>O>[NH2:24][C:25]([NH2:27])=[O:26].[CH2:1]([P+:3]([CH2:8][OH:9])([CH2:6][OH:7])[CH2:4][OH:5])[OH:2].[CH2:10]([P+:12]([CH2:17][OH:18])([CH2:15][OH:16])[CH2:13][OH:14])[OH:11].[O-:22][S:20]([O-:23])(=[O:21])=[O:19] |f:0.1.2,4.5,7.8.9.10|. Procedure: A urea/THPS formulation was prepared by mixing 75% THPS (43.68 g, 80.6 mmol) with urea (19.36 g, 322.4 mmol) and Triton X-100 (0.1 g), and making up to 100 g with water. The formulation was applied to desized, scoured, and bleached 80×80 cotton printcloth to a 100-110% wet pickup, cured at 100° C. in a forced draft oven for the time indicated, rinsed in hot running tap water for 15 min, and line dried. The results are given in Table VI. Reactants: Cl (Hydrochloric acid), [BH4-].[Na+] (Sodiumborohydride), ClC1=CC=C(C=C1)C1(CCC1)C1=NCCC2=CC=C(C=C12)OCCCS(=O)(=O)NCCC (3-({1-[1-(4-Chlorophenyl)cyclobutyl]-3,4-dihydroisoquinolin-7-yl}oxy)-N-propylpropane-1-sulfonamide). Run in C(C)(C)O (isopropanol), O (water), CO (methanol). Run at time 30 minute. Product: Cl.ClC1=CC=C(C=C1)C1(CCC1)C1NCCC2=CC=C(C=C12)OCCCS(=O)(=O)NCCC (3-({1-[1-(4-Chlorophenyl)cyclobutyl]-1,2,3,4-tetrahydroisoquinolin-7-yl}oxy)-N-propylpropane-1-sulfonamide hydrochloride). As a reaction SMILES: [Cl:1][C:2]1[CH:7]=[CH:6][C:5]([C:8]2([C:12]3[C:21]4[C:16](=[CH:17][CH:18]=[C:19]([O:22][CH2:23][CH2:24][CH2:25][S:26]([NH:29][CH2:30][CH2:31][CH3:32])(=[O:28])=[O:27])[CH:20]=4)[CH2:15][CH2:14][N:13]=3)[CH2:11][CH2:10][CH2:9]2)=[CH:4][CH:3]=1.[BH4-].[Na+].Cl>CO.O.C(O)(C)C>[ClH:1].[Cl:1][C:2]1[CH:7]=[CH:6][C:5]([C:8]2([CH:12]3[C:21]4[C:16](=[CH:17][CH:18]=[C:19]([O:22][CH2:23][CH2:24][CH2:25][S:26]([NH:29][CH2:30][CH2:31][CH3:32])(=[O:27])=[O:28])[CH:20]=4)[CH2:15][CH2:14][NH:13]3)[CH2:9][CH2:10][CH2:11]2)=[CH:4][CH:3]=1 |f:1.2,7.8|. Procedure: 3-({1-[1-(4-Chlorophenyl)cyclobutyl]-3,4-dihydroisoquinolin-7-yl}oxy)-N-propylpropane-1-sulfonamide (260 mg, 0.547 mmol) was dissolved in methanol (5 mL) and water (0.2 mL). Sodiumborohydride (41.4 mg, 1.095 mmol) was added in small portions at room temperature and the reaction mixture was stirred over night. 5N Hydrochloric acid in isopropanol was added until the reaction mixture became acidic. Stirring was continued for 30 min at room temperature. The reaction mixture was concentrated in vacuo... The reactants are NCCCOC=1C=C(C=CC1)CN(C)C (3-(3-aminopropoxy)-N,N-dimethylbenzenemethanamine), CSC(=C[N+](=O)[O-])SC (1,1-bis(methylthio)-2-nitroethene). Product: CN(C)CC=1C=C(OCCCNC(=C[N+](=O)[O-])NCCCOC2=CC(=CC=C2)CN(C)C)C=CC1 (N,N'-bis-[3-[3-[(Dimethylamino)methyl]phenoxy]propyl]-2-nitro-1,1-ethenediamine). Isolated yield 61.0%. Reaction SMILES: [NH2:1][CH2:2][CH2:3][CH2:4][O:5][C:6]1[CH:7]=[C:8]([CH2:12][N:13]([CH3:15])[CH3:14])[CH:9]=[CH:10][CH:11]=1.CS[C:18](SC)=[CH:19][N+:20]([O-:22])=[O:21]>>[CH3:15][N:13]([CH2:12][C:8]1[CH:7]=[C:6]([CH:11]=[CH:10][CH:9]=1)[O:5][CH2:4][CH2:3][CH2:2][NH:1][C:18]([NH:1][CH2:2][CH2:3][CH2:4][O:5][C:6]1[CH:11]=[CH:10][CH:9]=[C:8]([CH2:12][N:13]([CH3:14])[CH3:15])[CH:7]=1)=[CH:19][N+:20]([O-:22])=[O:21])[CH3:14]. Procedure details: 3-(3-aminopropoxy)-N,N-dimethylbenzenemethanamine (1.09 g) and 1,1-bis(methylthio)-2-nitroethene (413 mg) were heated as an intimate mixture on a steam bath for 90 minutes. The resulting oil was washed with ether and purified by column chromatography on silica using 2% 0.88 ammonia in methanol to give the title compound as a pale yellow oil (0.74 g). Rf 0.30, silica/2% 0.88 ammonia in methanol. RXN SMILES: [CH3:1][N:2]([C:4]1[C:9]2[CH2:10][C@@H:11]3[C:21]([C:22](=[O:23])[C:8]=2[C:7]([OH:33])=[CH:6][CH:5]=1)=[C:20]([OH:24])[C@@:19]1([OH:25])[C@H:13]([C@H:14]([N:30]([CH3:32])[CH3:31])[C:15]([OH:29])=[C:16]([C:26]([NH2:28])=[O:27])[C:17]1=[O:18])[CH2:12]3)[CH3:3].[OH2:34].[ClH:35].C(N(CC(O)=O)CC(O)=O)CN(CC(O)=O)CC(O)=[O:41]>CO>[CH3:32][N:30]([C@@H:14]1[C:15](=[O:29])[C:16]([C:26]([NH2:28])=[O:27])=[C:17]([OH:18])[C@:19]2([OH:25])[C@H:13]1[CH2:12][C@H:11]1[C:21]([C:20]2=[O:24])=[C:22]([OH:23])[C:8]2[C:9](=[C:4]([N:2]([CH3:3])[CH3:1])[CH:5]=[CH:6][C:7]=2[OH:33])[CH2:10]1)[CH3:31].[OH2:41].[OH2:34].[ClH:35] |f:5.6.7.8|. Starting materials: CN(C)C1=CC=C(C2=C1C[C@H]3C[C@H]4[C@@H](C(=C(C(=O)[C@]4(C(=C3C2=O)O)O)C(=O)N)O)N(C)C)O (minocycline), O (water), C(CN(CC(=O)O)CC(=O)O)N(CC(=O)O)CC(=O)O (EDTA), Cl (hydrochloric acid). Solvent: CO (methanol). Yields the product CN(C)[C@H]1[C@@H]2C[C@@H]3CC4=C(C=CC(=C4C(=C3C(=O)[C@@]2(C(=C(C1=O)C(=O)N)O)O)O)O)N(C)C.O.O.Cl (minocycline hydrochloride dihydrate). Procedure: Ten grams of a crude minocycline [HPLC. purity, 94.8% (percentage area)] was suspended at 15° to 20° C. in a mixed solvent of 30 ml of water and 45 ml of methanol and dissolved at a pH of 0.8 to 1.0 by adding conc. hydrochloric acid with stirring. Subsequently, 1 g of activated carbon and 10 mg of EDTA.2Na were added, and after 30 minutes' stirring, the activated carbon was separated by filtration. To the filtrate was added dropwise a 5% aqueous sodium hydroxide solution to adjust the pH of the ... The yield is 99.4%.